Dataset: the Open Reaction Database (ORD), a public repository of structured organic reaction records. Task: describe an organic reaction: reactants, conditions, products, and yield Reported procedure: A mixture of o-fluoro-p-[N-((6RS)-2-methyl-4-oxo-3-pivaloyloxymethyl-3,4,7,8-tetrahydro-6H-cyclopenta[g]quinazolin-6-yl)amino]-benzoic acid (0.75 g), pentafluorophenol (1.77 g), N,N-dicyclohexylcarbodiimide (0.66 g), N-hydroxybenzotriazole (0.01 g) and methylene chloride (100 ml) was stirred at ambient temperature for 18 hours. The mixture was filtered and the filtrate was evaporated. The residue was purified by column chromatography using increasingly polar mixtures of hexane and ethyl acetate ... Reaction conditions: time 18 hour. The product is FC1=C(C(=O)OC2=C(C(=C(C(=C2F)F)F)F)F)C=CC(=C1)NC1CCC2=C1C=C1C(N(C(=NC1=C2)C)COC(C(C)(C)C)=O)=O (Pentafluorophenyl o-fluoro-p-[N-((6RS)-2-methyl-4-oxo-3-pivaloyloxymethyl-3,4,7,8-tetrahydro-6H-cyclopenta[g]quinazolin-6-yl)amino]benzoate). RXN SMILES: [F:1][C:2]1[CH:10]=[C:9]([NH:11][CH:12]2[C:16]3[CH:17]=[C:18]4[C:23](=[CH:24][C:15]=3[CH2:14][CH2:13]2)[N:22]=[C:21]([CH3:25])[N:20]([CH2:26][O:27][C:28](=[O:33])[C:29]([CH3:32])([CH3:31])[CH3:30])[C:19]4=[O:34])[CH:8]=[CH:7][C:3]=1[C:4]([OH:6])=[O:5].[F:35][C:36]1[C:41](O)=[C:40]([F:43])[C:39]([F:44])=[C:38]([F:45])[C:37]=1[F:46].ON1C2C=CC=CC=2N=N1>C(Cl)Cl>[F:1][C:2]1[CH:10]=[C:9]([NH:11][CH:12]2[C:16]3[CH:17]=[C:18]4[C:23](=[CH:24][C:15]=3[CH2:14][CH2:13]2)[N:22]=[C:21]([CH3:25])[N:20]([CH2:26][O:27][C:28](=[O:33])[C:29]([CH3:30])([CH3:32])[CH3:31])[C:19]4=[O:34])[CH:8]=[CH:7][C:3]=1[C:4]([O:6][C:41]1[C:40]([F:43])=[C:39]([F:44])[C:38]([F:45])=[C:37]([F:46])[C:36]=1[F:35])=[O:5]. Reactants: FC1=C(C(=O)O)C=CC(=C1)NC1CCC2=C1C=C1C(N(C(=NC1=C2)C)COC(C(C)(C)C)=O)=O (o-fluoro-p-[N-((6RS)-2-methyl-4-oxo-3-pivaloyloxymethyl-3,4,7,8-tetrahydro-6H-cyclopenta[g]quinazolin-6-yl)amino]-benzoic acid), FC1=C(C(=C(C(=C1O)F)F)F)F (pentafluorophenol), N,N-dicyclohexylcarbodiimide, ON1N=NC2=C1C=CC=C2 (N-hydroxybenzotriazole). The solvent is C(Cl)Cl (methylene chloride). Reactants: resultant solution, C(CCC)[Li] (n-butyl lithium), [Br-].C(C)OC1=CC=C(C[P+](C2=CC=CC=C2)(C2=CC=CC=C2)C2=CC=CC=C2)C=C1 (p-ethoxybenzyltriphenylphosphonium bromide), C(CCCC)[Si]1(CCC(CC1)C=O)C1=CC=CC=C1 (4-n-pentyl-4-phenyl-4-silacyclohexane carbaldehyde). Run in O (water), O1CCCC1 (tetrahydrofuran), CCCCCC (n-hexane), CCCCCC (n-hexane). Conditions: time 2 hour. Product: C(C)OC1=CC=C(C=C1)C=CC1CC[Si](CC1)(C1=CC=CC=C1)CCCCC (4-(2-(4-ethoxyphenyl)ethenyl)-1-n-pentyl-1-phenyl-1-silacyclohexane). Isolated yield 96.9%. Reaction SMILES: C([Li])CCC.[Br-].[CH2:7]([O:9][C:10]1[CH:35]=[CH:34][C:13]([CH2:14][P+](C2C=CC=CC=2)(C2C=CC=CC=2)C2C=CC=CC=2)=[CH:12][CH:11]=1)[CH3:8].[CH2:36]([Si:41]1([C:49]2[CH:54]=[CH:53][CH:52]=[CH:51][CH:50]=2)[CH2:46][CH2:45][CH:44]([CH:47]=O)[CH2:43][CH2:42]1)[CH2:37][CH2:38][CH2:39][CH3:40]>CCCCCC.O.O1CCCC1>[CH2:7]([O:9][C:10]1[CH:11]=[CH:12][C:13]([CH:14]=[CH:47][CH:44]2[CH2:43][CH2:42][Si:41]([CH2:36][CH2:37][CH2:38][CH2:39][CH3:40])([C:49]3[CH:54]=[CH:53][CH:52]=[CH:51][CH:50]=3)[CH2:46][CH2:45]2)=[CH:34][CH:35]=1)[CH3:8] |f:1.2|. Procedure: 65 ml of an n-hexane solution of 1.60 moles of n-butyl lithium was added to a mixture of 48.0 g of p-ethoxybenzyltriphenylphosphonium bromide and 200 ml of tetrahydrofuran to obtain a ylide solution. 27.4 g of 4-n-pentyl-4-phenyl-4-silacyclohexane carbaldehyde was dropped in the solution. After agitation at room temperature for 2 hours, the resultant solution was charged into iced water and extracted with ethyl acetate. The extract was subjected to ordinary washing and concentrating operations t... The reactants are C(C)Br (ethyl bromide), [Mg] (magnesium), BrC(C(=O)OCC)C (ethyl α-bromopropionate), [Cl-].[NH4+] (ammonium chloride), ClC1=CC=C(C=C1)CC=C(C)C (p-chloroprenylbenzene). Reagents/catalysts: [Ni](Cl)Cl (nickel chloride). Run in C1CCOC1 (THF), C1CCOC1 (THF), C1CCOC1 (THF), C1CCOC1 (THF), C1CCOC1 (THF). Conditions: time 4 hour. Yields the product C(C=C(C)C)C1=CC=C(C=C1)C(C(=O)OCC)C (ethyl α-(p-prenylphenyl)propionate). Isolated yield 49.0%. RXN SMILES: C(Br)C.[Mg].Cl[C:6]1[CH:11]=[CH:10][C:9]([CH2:12][CH:13]=[C:14]([CH3:16])[CH3:15])=[CH:8][CH:7]=1.Br[CH:18]([CH3:24])[C:19]([O:21][CH2:22][CH3:23])=[O:20].[Cl-].[NH4+]>[Ni](Cl)Cl.C1COCC1>[CH2:12]([C:9]1[CH:10]=[CH:11][C:6]([CH:18]([CH3:24])[C:19]([O:21][CH2:22][CH3:23])=[O:20])=[CH:7][CH:8]=1)[CH:13]=[C:14]([CH3:16])[CH3:15] |f:4.5|. Procedure: Under a nitrogen atmosphere, 0.3 ml of ethyl bromide was added to a mixture of 0.97 g of magnesium turning for Grignard reaction and 2 ml of THF. After the starting of the reaction, a solution composed of 6.01 g of p-chloroprenylbenzene and 1 ml of THF was added dropwise while maintaining the temperature at 115° to 130° C. After the addition, THF was added further as required, and the mixture was stirred at 110° to 120° C. for 4 hours. After cooling, 20 ml of THF was further added, and the resul... Reactants: O.NN (hydrazine hydrate), O=C1C(CC2=CC=CC=C12)CC(=O)O (2,3-Dihydro-1-oxo-1H-indene-2-acetic acid). The solvent is C(C)O (ethanol). The product is N=1NC(CC2C1C1=CC=CC=C1C2)=O (2,4,4a,5-Tetrahydro-3H-indeno[1,2-c]-pyridazin-3-one). Isolated yield 60.3%. Reaction SMILES: O.[NH2:2][NH2:3].O=[C:5]1[C:13]2[C:8](=[CH:9][CH:10]=[CH:11][CH:12]=2)[CH2:7][CH:6]1[CH2:14][C:15]([OH:17])=O>C(O)C>[N:2]1[NH:3][C:15](=[O:17])[CH2:14][CH:6]2[CH2:7][C:8]3[C:13](=[CH:12][CH:11]=[CH:10][CH:9]=3)[C:5]=12 |f:0.1|. Reported procedure: To a solution of 0.53 g (0.011 mol) of hydrazine hydrate dissolved in 25 mL ethanol was added 1.2 g (0.0089 mol) of the product from step B. The reaction mixture was refluxed for 18 hours, cooled to room temperature, concentrated under vacuum, added 100 mL H2O and extracted with ethyl acetate (3×50 mL), washed with brine (1×100 mL), dried over anhydrous magnesium sulfate, filtered and concentrated under vacuum to afford 1.0 g of a yellow solid. Reactants: OC(COC1=C2C=C(NC2=CC=C1)C(=O)OCC)CN1CCC(CC1)COC1=NC=CC=C1 (4-{2-hydroxy-3-[4-(2-pyridyloxymethyl)-piperidino]-propoxy}-2-ethoxycarbonylindole), O1CCCC1 (tetrahydrofuran), [H-].[Al+3].[Li+].[H-].[H-].[H-] (lithium aluminum hydride), [Cl-].[Na+] (sodium chloride), [OH-].[Na+] (sodium hydroxide), O1CCCC1 (tetrahydrofuran). The product is C(C1=CC=CC=C1)(=O)O.OC(COC1=C2C=C(NC2=CC=C1)CO)CN1CCC(CC1)COC1=NC=CC=C1 (4-{2-Hydroxy-3-[4-(2-pyridyloxymethyl)-piperidino]-propoxy}-2-hydroxymethylindole benzoate). RXN SMILES: [OH:1][CH:2]([CH2:19][N:20]1[CH2:25][CH2:24][CH:23]([CH2:26][O:27][C:28]2[CH:33]=[CH:32][CH:31]=[CH:30][N:29]=2)[CH2:22][CH2:21]1)[CH2:3][O:4][C:5]1[CH:13]=[CH:12][CH:11]=[C:10]2[C:6]=1[CH:7]=[C:8]([C:14](OCC)=[O:15])[NH:9]2.[H-].[Al+3].[Li+].[H-].[H-].[H-].[Cl-].[Na+].[OH-:42].[Na+].[O:44]1[CH2:48][CH2:47][CH2:46][CH2:45]1>>[C:48]([OH:44])(=[O:42])[C:47]1[CH:19]=[CH:2][CH:3]=[CH:45][CH:46]=1.[OH:1][CH:2]([CH2:19][N:20]1[CH2:21][CH2:22][CH:23]([CH2:26][O:27][C:28]2[CH:33]=[CH:32][CH:31]=[CH:30][N:29]=2)[CH2:24][CH2:25]1)[CH2:3][O:4][C:5]1[CH:13]=[CH:12][CH:11]=[C:10]2[C:6]=1[CH:7]=[C:8]([CH2:14][OH:15])[NH:9]2 |f:1.2.3.4.5.6,7.8,9.10,12.13|. Procedure details: A solution of 4.6 g. 4-{2-hydroxy-3-[4-(2-pyridyloxymethyl)-piperidino]-propoxy}-2-ethoxycarbonylindole (preparation see Example 18f) in 125 ml. anhydrous tetrahydrofuran is added dropwise to a suspension of 1 g. lithium aluminum hydride in 125 ml. anhydrous tetrahydrofuran. The reaction mixture is then stirred for 30 minutes, decomposed, while cooling, with an aqueous solution of sodium chloride and 10 N aqueous sodium hydroxide solution, filtered, washed with tetrahydrofuran and evaporated. By... Starting materials: OCC(C(C)C)N1C(C2=CC=CC(=C2C=C1)I)=O (2-(1-hydroxy-3-methylbutan-2-yl)-5-iodoisoquinolin-1(2H)-one), NCC1(CCCCCC1)O (1-(aminomethyl)cycloheptanol), N12CCCCCC2=NCCC1 (1,8-diazabicyclo[5.4.0]undec-7-ene), O1CCOCC1 (1,4-dioxane). The reagents and catalysts are [C-]#[O+].[C-]#[O+].[C-]#[O+].[C-]#[O+].[C-]#[O+].[C-]#[O+].[Mo] (molybdenum hexacarbonyl), C(C)(=O)[O-].[Pd+2].C(C)(=O)[O-] (palladium acetate). Reaction conditions: temperature 110 celsius. Yields the product OCC(C(C)C)N1C(C=2C=CC=C(C2C=C1)C(=O)NCC1(CCCCCC1)O)=O (2-(1-Hydroxy-3-methylbutan-2-yl)-N-((1-hydroxycycloheptyl)methyl)-1-oxo-1,2-dihydroisoquinoline-5-carboxamide). Reaction SMILES: [OH:1][CH2:2][CH:3]([N:7]1[CH:16]=[CH:15][C:14]2[C:9](=[CH:10][CH:11]=[CH:12][C:13]=2I)[C:8]1=[O:18])[CH:4]([CH3:6])[CH3:5].[NH2:19][CH2:20][C:21]1([OH:28])[CH2:27][CH2:26][CH2:25][CH2:24][CH2:23][CH2:22]1.N12CCCN=C1CCCCC2.[O:40]1CCOC[CH2:41]1>[C-]#[O+].[C-]#[O+].[C-]#[O+].[C-]#[O+].[C-]#[O+].[C-]#[O+].[Mo].C([O-])(=O)C.[Pd+2].C([O-])(=O)C>[OH:1][CH2:2][CH:3]([N:7]1[CH:16]=[CH:15][C:14]2[C:13]([C:41]([NH:19][CH2:20][C:21]3([OH:28])[CH2:27][CH2:26][CH2:25][CH2:24][CH2:23][CH2:22]3)=[O:40])=[CH:12][CH:11]=[CH:10][C:9]=2[C:8]1=[O:18])[CH:4]([CH3:6])[CH3:5] |f:4.5.6.7.8.9.10,11.12.13|. Procedure details: A 5-mL process vial was charged with 2-(1-hydroxy-3-methylbutan-2-yl)-5-iodoisoquinolin-1(2H)-one (100 mg, 0.0004 mol), 1-(aminomethyl)cycloheptanol (200 mg, 0.001 mol), molybdenum hexacarbonyl (90 mg, 0.0004 mol), palladium acetate (8 mg, 0.00004 mol), 1,8-diazabicyclo[5.4.0]undec-7-ene (200 mg, 0.001 mol) and 1,4-dioxane (2 mL, 0.02 mol). The vessel was sealed under air and exposed to microwave heating for 15 min at 110° C. The reaction tube was thereafter cooled to room temperature, and the m... The reactants are C(C1=CC=CC=C1)[N+]1=CC(=CC=C1)C1=CC(=NC(=C1)N1CC(CC1)(F)F)NC1=NC=CC(=C1)C(F)(F)F (4-(1-benzylpyridin-1-ium-3-yl)-6-(3,3-difluoropyrrolidin-1-yl)-N-[4-(trifluoromethyl)-2-pyridyl]pyridin-2-amine), CO (methyl alcohol), [BH4-].[Na+] (sodium borohydride). Reaction conditions: temperature 25 celsius, time 4 hour. The product is C(C1=CC=CC=C1)N1C=C(CCC1)C1=CC(=NC(=C1)N1CC(CC1)(F)F)NC1=NC=CC(=C1)C(F)(F)F (1-benzyl-6′-(3,3-difluoropyrrolidin-1-yl)-N-(4-(trifluoromethyl)pyridin-2-yl)-1,4,5,6-tetrahydro-[3,4′-bipyridin]-2′-amine). As a reaction SMILES: [CH2:1]([N+:8]1[CH:13]=[CH:12][CH:11]=[C:10]([C:14]2[CH:19]=[C:18]([N:20]3[CH2:24][CH2:23][C:22]([F:26])([F:25])[CH2:21]3)[N:17]=[C:16]([NH:27][C:28]3[CH:33]=[C:32]([C:34]([F:37])([F:36])[F:35])[CH:31]=[CH:30][N:29]=3)[CH:15]=2)[CH:9]=1)[C:2]1[CH:7]=[CH:6][CH:5]=[CH:4][CH:3]=1.CO.[BH4-].[Na+]>>[CH2:1]([N:8]1[CH2:13][CH2:12][CH2:11][C:10]([C:14]2[CH:19]=[C:18]([N:20]3[CH2:24][CH2:23][C:22]([F:26])([F:25])[CH2:21]3)[N:17]=[C:16]([NH:27][C:28]3[CH:33]=[C:32]([C:34]([F:37])([F:35])[F:36])[CH:31]=[CH:30][N:29]=3)[CH:15]=2)=[CH:9]1)[C:2]1[CH:7]=[CH:6][CH:5]=[CH:4][CH:3]=1 |f:2.3|. Procedure: To a solution of 4-(1-benzylpyridin-1-ium-3-yl)-6-(3,3-difluoropyrrolidin-1-yl)-N-[4-(trifluoromethyl)-2-pyridyl]pyridin-2-amine (2-d, 500 mg, 0.9756 mmol) in methyl alcohol (12 ml, 300 equiv., 292.7 mmol) was added sodium borohydride (225 mg, 6.0 equiv., 5.853 mmol) in three portions with the interval of 30 min each, and the reaction was stirred at 25° C. for 4 h. The reaction was quenched by citric acid (10% aq.), and extracted EtOAc three times. After evaporation of the organic layers, the cr...